Dataset: the Open Reaction Database (ORD), a public repository of structured organic reaction records. Task: describe an organic reaction: reactants, conditions, products, and yield Reactants: FC1=CC=C(C=C1)C1=C(C2CCC(C1)C2)/C=C/C(CC(CC(=O)OC)=O)O (methyl (E)-7-[3-(4-fluorophenyl)bicyclo [3.2.1]oct-2-en-2-yl]-5-hydroxy-3-oxohept-6-enoate), C(C)B(CC)CC (triethylborane), CO (methanol), [BH4-].[Na+] (Sodium borohydride). The solvent is C1CCOC1 (THF), C1CCOC1 (THF). Reaction conditions: temperature -78 celsius, time 5 minute. Product: FC1=CC=C(C=C1)C1=C(C2CCC(C1)C2)/C=C/C(CC(CC(=O)OC)O)O (methyl (E)-7-[3-(4-fluorophenyl)bicyclo [3.2.1]oct-2-en-2-yl]-3.5-dihydroxyhept-6-enoate). The yield is 46.1%. RXN SMILES: [F:1][C:2]1[CH:7]=[CH:6][C:5]([C:8]2[CH2:14][CH:13]3[CH2:15][CH:10]([CH2:11][CH2:12]3)[C:9]=2/[CH:16]=[CH:17]/[CH:18]([OH:27])[CH2:19][C:20](=[O:26])[CH2:21][C:22]([O:24][CH3:25])=[O:23])=[CH:4][CH:3]=1.C(B(CC)CC)C.[BH4-].[Na+].CO>C1COCC1>[F:1][C:2]1[CH:3]=[CH:4][C:5]([C:8]2[CH2:14][CH:13]3[CH2:15][CH:10]([CH2:11][CH2:12]3)[C:9]=2/[CH:16]=[CH:17]/[CH:18]([OH:27])[CH2:19][CH:20]([OH:26])[CH2:21][C:22]([O:24][CH3:25])=[O:23])=[CH:6][CH:7]=1 |f:2.3|. Reported procedure: To a solution of methyl (E)-7-[3-(4-fluorophenyl)bicyclo [3.2.1]oct-2-en-2-yl]-5-hydroxy-3-oxohept-6-enoate (2.85 g, 7.65 mmoles) in 12 ml anhydrous THF was added triethylborane (11.5 ml of a 1M THF solution, 11.5 mmoles). The mixture was stirred for 5 minutes and cooled to -78° C. Sodium borohydride (0.333 g, 8.8 mmoles) was added followed by the dropwise addition of 5 ml methanol. The mixture was stirred for 60 minutes and quenched with the dropwise addition of aqueous H2O2 (12 ml of 30% H2O2 ... Starting materials: ClC=1C=C(CN2CC(OCC2)CN)C=CC1Cl ([4-(3,4-Dichlorobenzyl)morpholin-2-yl]methylamine), ClC1=C(C(=CC=C1)Cl)CC(=O)O ((2,6-dichlorophenyl)acetic acid). Yields the product ClC=1C=C(CN2CC(OCC2)CNC(CC2=C(C=CC=C2Cl)Cl)=O)C=CC1Cl (N-{[4-(3,4-Dichlorobenzyl)morpholin-2-yl]methyl}-2-(2,6-dichlorophenyl)acetamide). Yield: 11.9%. RXN SMILES: [Cl:1][C:2]1[CH:3]=[C:4]([CH:14]=[CH:15][C:16]=1[Cl:17])[CH2:5][N:6]1[CH2:11][CH2:10][O:9][CH:8]([CH2:12][NH2:13])[CH2:7]1.[Cl:18][C:19]1[CH:24]=[CH:23][CH:22]=[C:21]([Cl:25])[C:20]=1[CH2:26][C:27](O)=[O:28]>>[Cl:1][C:2]1[CH:3]=[C:4]([CH:14]=[CH:15][C:16]=1[Cl:17])[CH2:5][N:6]1[CH2:11][CH2:10][O:9][CH:8]([CH2:12][NH:13][C:27](=[O:28])[CH2:26][C:20]2[C:19]([Cl:18])=[CH:24][CH:23]=[CH:22][C:21]=2[Cl:25])[CH2:7]1. Procedure details: Example 20 was prepared in an analogous manner to Example 1 using a mixture of Intermediate 1 (0.055 g) and (2,6-dichlorophenyl)acetic acid (0.041 g) to give the title compound (0.011 g). Procedure: To a suspension of 7-(4-chlorophenyl)-8-isopropyl-2-methyl-chromeno[7,8-d]oxazol-6-one (650 mg, 1.84 mmol) in methanol (30 ml) is added concentrated HCl (5 ml). The reaction mixture is stirred at 70° C. for 1 h. The solvent is removed in vacuo, and the product is partitioned between CH2Cl2 and a saturated solution of NaHCO3. The organic phase is washed with water and brine, dried (MgSO4) and concentrated in vacuo to give the title compound as a pale yellow solid. Product: NC1=CC=C2C(C(=C(OC2=C1O)C(C)C)C1=CC=C(C=C1)Cl)=O (7-Amino-3-(4-chlorophenyl)-8-hydroxy-2-isopropyl-chromen-4-one). Starting materials: ClC1=CC=C(C=C1)C1=C(OC2=C(C1=O)C=CC=1N=C(OC12)C)C(C)C (7-(4-chlorophenyl)-8-isopropyl-2-methyl-chromeno[7,8-d]oxazol-6-one), Cl (HCl). RXN SMILES: [Cl:1][C:2]1[CH:7]=[CH:6][C:5]([C:8]2[C:13](=[O:14])[C:12]3[CH:15]=[CH:16][C:17]4[N:18]=C(C)[O:20][C:21]=4[C:11]=3[O:10][C:9]=2[CH:23]([CH3:25])[CH3:24])=[CH:4][CH:3]=1.Cl>CO>[NH2:18][C:17]1[C:21]([OH:20])=[C:11]2[C:12]([C:13](=[O:14])[C:8]([C:5]3[CH:4]=[CH:3][C:2]([Cl:1])=[CH:7][CH:6]=3)=[C:9]([CH:23]([CH3:24])[CH3:25])[O:10]2)=[CH:15][CH:16]=1. Reaction conditions: temperature 70 celsius, time 1 hour. Solvent: CO (methanol). The reactants are FC(C=1C=C(CBr)C=C(C1)C(F)(F)F)(F)F (3,5-bis(trifluoromethyl)benzyl bromide), CNC(=O)C1(C(=CC(=CC1)N1CCN(CC1)C)C1=CC=CC=C1)C (2-methyl-5-(4-methyl-piperazin-1-yl)-biphenyl-2-carboxylic acid methylamide), solution, C[Si]([N-][Si](C)(C)C)(C)C.[K+] (potassium hexamethyldisilazide). The solvent is C1CCOC1 (THF), C1CCOC1 (THF). Run at time 20 minute. Product: FC(C=1C=C(CN(C(=O)C=2C(=CC(=CC2)N2CCN(CC2)C)C2=C(C=CC=C2)C)C)C=C(C1)C(F)(F)F)(F)F (2′-Methyl-5-(4-methyl-piperazin-1-yl)-biphenyl-2-carboxylic acid (3,5-bis-trifluoromethyl-benzyl)-methyl-amide). Isolated yield 29.0%. As a reaction SMILES: [CH3:1][NH:2][C:3]([C:5]1(C)[CH2:10][CH:9]=[C:8]([N:11]2[CH2:16][CH2:15][N:14]([CH3:17])[CH2:13][CH2:12]2)[CH:7]=[C:6]1[C:18]1[CH:23]=[CH:22][CH:21]=[CH:20][CH:19]=1)=[O:4].[CH3:25][Si](C)(C)[N-][Si](C)(C)C.[K+].[F:35][C:36]([F:50])([F:49])[C:37]1[CH:38]=[C:39]([CH:42]=[C:43]([C:45]([F:48])([F:47])[F:46])[CH:44]=1)[CH2:40]Br>C1COCC1>[F:35][C:36]([F:50])([F:49])[C:37]1[CH:38]=[C:39]([CH:42]=[C:43]([C:45]([F:48])([F:47])[F:46])[CH:44]=1)[CH2:40][N:2]([CH3:1])[C:3]([C:5]1[C:6]([C:18]2[CH:23]=[CH:22][CH:21]=[CH:20][C:19]=2[CH3:25])=[CH:7][C:8]([N:11]2[CH2:16][CH2:15][N:14]([CH3:17])[CH2:13][CH2:12]2)=[CH:9][CH:10]=1)=[O:4] |f:1.2|. Reported procedure: To a solution of 50 mg (0.15 mmol)2-methyl-5-(4-methyl-piperazin-1-yl)-biphenyl-2-carboxylic acid methylamide in 2 ml THF 0.2 ml of a 1 M solution (0.2 mmol) of potassium hexamethyldisilazide in THF was added at 0°. After 20 min. 0.028 ml (0.15 mmol) 3,5-bis(trifluoromethyl)benzyl bromide was added dropwise to the resulting suspension. The reaction was quenched with water after 1.5 h. The mixture was diluted with 5 ml 2 N NaOH solution and extracted with 3 5-ml portions of ethyl acetate. The com... Reactants: CO, COC(=O)N(Cc1cc(C(F)(F)F)cc(C(F)(F)F)c1)Cc1cc([N+](=O)[O-])ccc1-c1cc(C(C)C)ccc1OC, [H][H]. Product: COC(=O)N(Cc1cc(C(F)(F)F)cc(C(F)(F)F)c1)Cc1cc(N)ccc1-c1cc(C(C)C)ccc1OC. As a reaction SMILES: [CH3:44][OH:45].[F:1][C:2]([c:3]1[cH:4][c:5]([CH2:6][N:7]([C:8]([O:9][CH3:10])=[O:11])[CH2:12][c:13]2[c:14](-[c:22]3[c:23]([O:31][CH3:32])[cH:24][cH:25][c:26]([CH:28]([CH3:29])[CH3:30])[cH:27]3)[cH:15][cH:16][c:17]([N+:19]([O-:20])=[O:21])[cH:18]2)[cH:33][c:34]([C:36]([F:37])([F:38])[F:39])[cH:35]1)([F:40])[F:41].[H:42][H:43]>>[F:1][C:2]([c:3]1[cH:4][c:5]([CH2:6][N:7]([C:8]([O:9][CH3:10])=[O:11])[CH2:12][c:13]2[c:14](-[c:22]3[c:23]([O:31][CH3:32])[cH:24][cH:25][c:26]([CH:28]([CH3:29])[CH3:30])[cH:27]3)[cH:15][cH:16][c:17]([NH2:19])[cH:18]2)[cH:33][c:34]([C:36]([F:37])([F:38])[F:39])[cH:35]1)([F:40])[F:41]. Reactants: C1CCOC1, COc1cc(C(=O)c2c(-c3ccc(OCCN4CCCC4)cc3)sc3cc(OCc4ccccc4)ccc23)ccc1CN1CCCC1, O=C[O-], [NH4+]. Product: COc1cc(C(=O)c2c(-c3ccc(OCCN4CCCC4)cc3)sc3cc(O)ccc23)ccc1CN1CCCC1. Reaction SMILES: [CH2:52]1[O:53][CH2:54][CH2:55][CH2:56]1.[CH3:1][O:2][c:3]1[cH:4][c:5]([C:15](=[O:16])[c:17]2[c:18]3[c:19]([s:20][c:21]2-[c:22]2[cH:23][cH:24][c:25]([O:28][CH2:29][CH2:30][N:31]4[CH2:32][CH2:33][CH2:34][CH2:35]4)[cH:26][cH:27]2)[cH:36][c:37]([O:40][CH2:41][c:42]2[cH:43][cH:44][cH:45][cH:46][cH:47]2)[cH:38][cH:39]3)[cH:6][cH:7][c:8]1[CH2:9][N:10]1[CH2:11][CH2:12][CH2:13][CH2:14]1.[CH:48]([O-:49])=[O:50].[NH4+:51]>>[CH3:1][O:2][c:3]1[cH:4][c:5]([C:15](=[O:16])[c:17]2[c:18]3[c:19]([s:20][c:21]2-[c:22]2[cH:23][cH:24][c:25]([O:28][CH2:29][CH2:30][N:31]4[CH2:32][CH2:33][CH2:34][CH2:35]4)[cH:26][cH:27]2)[cH:36][c:37]([OH:40])[cH:38][cH:39]3)[cH:6][cH:7][c:8]1[CH2:9][N:10]1[CH2:11][CH2:12][CH2:13][CH2:14]1. Run in ClCCl (dichloromethane). The reactants are ( 1 ), COC(=O)C1=CC=2CC(CCC2C=C1)N (7-amino-5,6,7,8-tetrahydro-naphthalene-2-carboxylic acid methyl ester), COC=1C=C(C=CC1OC)S(=O)(=O)Cl (3,4-dimethoxybenzenesulfonyl chloride), ( 2 ), ester, ON (HONH2), [OH-].[K+] (KOH). Reported procedure: The title compound was prepared in two steps according to Scheme 6 by (1) treating amine VII with 3,4-dimethoxybenzenesulfonyl chloride and TEA in dichloromethane, and (2) treating the ester intermediate with aqueous HONH2 and KOH. MS: calc'd (MH+) 407, exp (MH+) 407.5. 1H NMR (CD3OD, 400 MHz), 7.51 (dd, 1H, J1=8.4 Hz, J2=2.0 Hz), 7.46 (d, 1H, J=8.0 Hz), 7.42 (d, 1H, J=1.6 Hz), 7.35 (s, 1H), 7.11 (m, 2H), 3.92 (s, 3H), 3.88 (s, 3H), 3.55 (m, 1H), 2.95 (m, 2H), 2.82 (m, 1H), 2.69 (m, 1H), 1.95 (m... RXN SMILES: CO[C:3]([C:5]1[CH:14]=[CH:13][C:12]2[CH2:11][CH2:10][CH:9]([NH2:15])[CH2:8][C:7]=2[CH:6]=1)=[O:4].[CH3:16][O:17][C:18]1[CH:19]=[C:20]([S:26](Cl)(=[O:28])=[O:27])[CH:21]=[CH:22][C:23]=1[O:24][CH3:25].[OH:30][NH2:31].[OH-].[K+]>ClCCl>[OH:30][NH:31][C:3]([C:5]1[CH:14]=[CH:13][C:12]2[CH2:11][CH2:10][CH:9]([NH:15][S:26]([C:20]3[CH:21]=[CH:22][C:23]([O:24][CH3:25])=[C:18]([O:17][CH3:16])[CH:19]=3)(=[O:28])=[O:27])[CH2:8][C:7]=2[CH:6]=1)=[O:4] |f:3.4|. Product: ONC(=O)C1=CC=2CC(CCC2C=C1)NS(=O)(=O)C1=CC(=C(C=C1)OC)OC (7-(3,4-Dimethoxy-benzenesulfonylamino)-5,6,7,8-tetrahydro-naphthalene-2-carboxylic acid hydroxyamide).